Dataset: the Open Reaction Database (ORD), a public repository of structured organic reaction records. Task: describe an organic reaction: reactants, conditions, products, and yield Reactants: C1OC=2C=C3C(C(SCC3=CC2O1)C(C(F)(F)F)=O)=O (6,7-Methylenedioxy-3-(trifluoroacetyl)isothiochroman-4-one), C(C)O (ethanol), C1=CC(=CC=C1NN)S(=O)(=O)N.Cl (4-sulfonamidophenylhydrazine hydrochloride). The product is C1OC2=C(C(=O)O)C=CC=C2O1 (2,3-methylenedioxybenzoic acid). Reaction SMILES: [CH2:1]1[O:13][C:12]2[CH:11]=[C:10]3[C:5](C(=O)C(C(=O)C(F)(F)F)SC3)=[CH:4][C:3]=2[O:2]1.C1C(NN)=CC=C(S(N)(=O)=[O:30])C=1.Cl.[CH2:34]([OH:36])C>>[CH2:1]1[O:2][C:3]2[C:12](=[C:11]([CH:10]=[CH:5][CH:4]=2)[C:34]([OH:36])=[O:30])[O:13]1 |f:1.2|. Procedure: 6,7-Methylenedioxy-3-(trifluoroacetyl)isothiochroman-4-one from Step 6 (0.64 g, 2.1 mmol) was dissolved in ethanol (100 mL) and 4-sulfonamidophenylhydrazine hydrochloride (0.56 g, 2.5 mmol) was added. The mixture was heated to reflux for 16 hours, and concentrated. The resultant oily solid was dissolved in ethyl acetate and washed with brine and water, dried over MgSO4 and concentrated. Purification was achieved by flash column chromatography eluting with (1:1) ethyl acetate:hexanes. The appropr... Procedure: To a round bottomed flask was added tert-butyl (1-(3-(1-(quinolin-2-yl)azetidin-3-yl)pyrazin-2-yl)pyrrolidin-3-yl)carbamate (1.3145 g, 2.94 mmol) and hydrogen chloride, 1M in diethyl ether (0.089 ml, 2.94 mmol) to stir. Solvent was evaporated. The reaction mixture was diluted with saturated sodium bicarbonate and extracted with CH2Cl2. The organic extract was washed with water, saturated Na2CO3, saturated NaCl, dried over MgSO4, filtered and concentrated in vacuo to give 1-(3-(1-(quinolin-2-yl)a... As a reaction SMILES: [N:1]1[C:10]2[C:5](=[CH:6][CH:7]=[CH:8][CH:9]=2)[CH:4]=[CH:3][C:2]=1[N:11]1[CH2:14][CH:13]([C:15]2[C:16]([N:21]3[CH2:25][CH2:24][CH:23]([NH:26]C(=O)OC(C)(C)C)[CH2:22]3)=[N:17][CH:18]=[CH:19][N:20]=2)[CH2:12]1.Cl.C(OCC)C>>[N:1]1[C:10]2[C:5](=[CH:6][CH:7]=[CH:8][CH:9]=2)[CH:4]=[CH:3][C:2]=1[N:11]1[CH2:12][CH:13]([C:15]2[C:16]([N:21]3[CH2:25][CH2:24][CH:23]([NH2:26])[CH2:22]3)=[N:17][CH:18]=[CH:19][N:20]=2)[CH2:14]1. The yield is 68.3%. Product: N1=C(C=CC2=CC=CC=C12)N1CC(C1)C=1C(=NC=CN1)N1CC(CC1)N (1-(3-(1-(quinolin-2-yl)azetidin-3-yl)pyrazin-2-yl)pyrrolidin-3-amine). Reactants: N1=C(C=CC2=CC=CC=C12)N1CC(C1)C=1C(=NC=CN1)N1CC(CC1)NC(OC(C)(C)C)=O (tert-butyl (1-(3-(1-(quinolin-2-yl)azetidin-3-yl)pyrazin-2-yl)pyrrolidin-3-yl)carbamate), Cl (hydrogen chloride), C(C)OCC (diethyl ether). Product: C(C)N1C2=C(N(C(C3=C1N=CC(=C3)\C=C/C3=CC=CC=C3)=O)C)C=CC=N2 (5,11-Dihydro-11-ethyl-5-methyl-8-(cis-2-phenylethen-1-yl)-6H-dipyrido[3,2-b:2',3'-e][1,4]diazepin-6-one). As a reaction SMILES: [CH2:1]([N:3]1[C:9]2[N:10]=[CH:11][C:12]([C:14]#[C:15][C:16]3[CH:21]=[CH:20][CH:19]=[CH:18][CH:17]=3)=[CH:13][C:8]=2[C:7](=[O:22])[N:6]([CH3:23])[C:5]2[CH:24]=[CH:25][CH:26]=[N:27][C:4]1=2)[CH3:2].[H][H]>[Pd].CC([O-])=O.CC([O-])=O.[Pb+2].C(O)C>[CH2:1]([N:3]1[C:9]2[N:10]=[CH:11][C:12](/[CH:14]=[CH:15]\[C:16]3[CH:21]=[CH:20][CH:19]=[CH:18][CH:17]=3)=[CH:13][C:8]=2[C:7](=[O:22])[N:6]([CH3:23])[C:5]2[CH:24]=[CH:25][CH:26]=[N:27][C:4]1=2)[CH3:2] |f:2.3.4.5|. Starting materials: C(C)N1C2=C(N(C(C3=C1N=CC(=C3)C#CC3=CC=CC=C3)=O)C)C=CC=N2 (5,11-Dihydro-11-ethyl-5-methyl-8-phenylethynyl-6H-dipyrido[3,2-b:2',3'-e][1,4]diazepin-6-one), [H][H] (hydrogen). Solvent: C(C)O (ethanol). Yield: 16.5%. Reagents/catalysts: [Pd].CC(=O)[O-].CC(=O)[O-].[Pb+2] (Lindlar catalyst). Reported procedure: 5,11-Dihydro-11-ethyl-5-methyl-8-phenylethynyl-6H-dipyrido[3,2-b:2',3'-e][1,4]diazepin-6-one (0.12 g, 0.34 mmol) was hydrogenated over Lindlar catalyst in ethanol under 50 p.s.i. of hydrogen. Workup and purification as described in Example 42 afforded 20 mg of the title compound as a yellow-orange oil.